This data is from the Open Reaction Database (ORD), a public repository of structured organic reaction records. The task is: describe an organic reaction: reactants, conditions, products, and yield Starting materials: C(C)OC(=O)C1=CC2=C(N(C=N2)C2=CC=CC=C2)C(=C1)I (5-ethoxycarbonyl-7-iodo-1-phenylbenzimidazole), C(C)(=O)NC=1C=C(C=CC1)B(O)O (3-acetamidophenylboronic acid), C(CCO)O (1,3-propanediol), C([O-])([O-])=O.[K+].[K+] (potassium carbonate). Reagents/catalysts: Cl[Pd]([P](C1=CC=CC=C1)(C2=CC=CC=C2)C3=CC=CC=C3)([P](C4=CC=CC=C4)(C5=CC=CC=C5)C6=CC=CC=C6)Cl (bis(triphenylphosphin)palladium dichloride). Run in C(OC)COC (dimethoxyethane), O (water). The product is C(C)(=O)NC=1C=C(C=CC1)C1=CC(=CC2=C1N(C=N2)C2=CC=CC=C2)C(=O)OCC (7-(3-Acetamidophenyl)-5-ethoxycarbonyl-1-phenylbenzimidazole). Reaction SMILES: [CH2:1]([O:3][C:4]([C:6]1[CH:20]=[C:19](I)[C:9]2[N:10]([C:13]3[CH:18]=[CH:17][CH:16]=[CH:15][CH:14]=3)[CH:11]=[N:12][C:8]=2[CH:7]=1)=[O:5])[CH3:2].[C:22]([NH:25][C:26]1[CH:27]=[C:28](B(O)O)[CH:29]=[CH:30][CH:31]=1)(=[O:24])[CH3:23].C(O)CCO.C(=O)([O-])[O-].[K+].[K+]>C(COC)OC.O.Cl[Pd](Cl)([P](C1C=CC=CC=1)(C1C=CC=CC=1)C1C=CC=CC=1)[P](C1C=CC=CC=1)(C1C=CC=CC=1)C1C=CC=CC=1>[C:22]([NH:25][C:26]1[CH:31]=[C:30]([C:19]2[C:9]3[N:10]([C:13]4[CH:18]=[CH:17][CH:16]=[CH:15][CH:14]=4)[CH:11]=[N:12][C:8]=3[CH:7]=[C:6]([C:4]([O:3][CH2:1][CH3:2])=[O:5])[CH:20]=2)[CH:29]=[CH:28][CH:27]=1)(=[O:24])[CH3:23] |f:3.4.5,^1:55,74|. Reported procedure: A mixture of 5-ethoxycarbonyl-7-iodo-1-phenylbenzimidazole (0.70 g, 1.8 mmol), 3-acetamidophenylboronic acid (0.48 g, 2.7 mmol), 1,3-propanediol (0.65 ml, 8.9 mmol), potassium carbonate (1.23 g, 8.9 mmol) and bis(triphenylphosphin)palladium dichloride (50 mg, 0.07 mmol) in a mixture of dimethoxyethane (10 ml) and water (5 ml) was stirred at reflux for 1 hour. The cooled reaction mixture was concentrated under reduced pressure, and the concentrate was partitioned between water and ethyl acetate. ...